This data is from the Open Reaction Database (ORD), a public repository of structured organic reaction records. The task is: describe an organic reaction: reactants, conditions, products, and yield Reactants: IC1=NC(=NC=C1)SC (4-iodo-2-methylsulfanyl-pyrimidine), IC1=NC(=NC=C1)SC (4-iodo-2-methylsulfanyl-pyrimidine), CC=1SC(=C(N1)C)B1OC(C(O1)(C)C)(C)C (2,4-dimethyl-5-(4,4,5,5-tetramethyl-[1,3,2]dioxaborolan-2-yl)-thiazole), C(=O)([O-])[O-].[Na+].[Na+] (Na2CO3), C1(=CC=CC=C1)P(C1=CC=CC=C1)C1=CC=CC=C1 (triphenylphosphine). The reagents and catalysts are CC(=O)[O-].CC(=O)[O-].[Pd+2] (Pd(OAc)2). Solvent: C(CC)O (nPrOH). The product is CC=1SC(=C(N1)C)C1=NC(=NC=C1)SC (4-(2,4-Dimethyl-thiazol-5-yl)-2-methylsulfanyl-pyrimidine). Isolated yield 76.0%. RXN SMILES: I[C:2]1[CH:7]=[CH:6][N:5]=[C:4]([S:8][CH3:9])[N:3]=1.[CH3:10][C:11]1[S:12][C:13](B2OC(C)(C)C(C)(C)O2)=[C:14]([CH3:16])[N:15]=1.C([O-])([O-])=O.[Na+].[Na+].C1(P(C2C=CC=CC=2)C2C=CC=CC=2)C=CC=CC=1>C(O)CC.CC([O-])=O.CC([O-])=O.[Pd+2]>[CH3:10][C:11]1[S:12][C:13]([C:2]2[CH:7]=[CH:6][N:5]=[C:4]([S:8][CH3:9])[N:3]=2)=[C:14]([CH3:16])[N:15]=1 |f:2.3.4,7.8.9|. Procedure details: To a solution of 4-iodo-2-methylsulfanyl-pyrimidine (390 mg, 1.56 mmol), 2,4-dimethyl-5-(4,4,5,5-tetramethyl-[1,3,2]dioxaborolan-2-yl)-thiazole (633 mg, 2.65 mmol added portionwise), Na2CO3 (215 mg, 2.02 mmol), triphenylphosphine (42 mg, 0.15 mmol) in nPrOH (25 ml), Pd(OAc)2 (11 mg, 0.047 mmol) was added and the mixture was refluxed for 2 hour. The solvent was evaporated under vacuum, and the crude was dissolved in DCM and washed with water. The organic phase was dried (Na2SO4) and evaporated. A... Reactants: aromatic amine, CC1=C(C(=CC=C1)C)O (2,6-dimethylphenol), C1(CCCCC1)=O (cyclohexanone), N (ammonia), C1(CCCCC1)=O (cyclohexanone), [H][H] (hydrogen), N (ammonia). Reagents/catalysts: [Pd] (palladium). Run in O (water), O (water). Yields the product CC1=C(N)C(=CC=C1)C (2,6-dimethylaniline). As a reaction SMILES: [NH3:1].C1(=O)CCCCC1.[H][H].[CH3:11][C:12]1[CH:17]=[CH:16][CH:15]=[C:14]([CH3:18])[C:13]=1O>[Pd].O>[CH3:11][C:12]1[CH:17]=[CH:16][CH:15]=[C:14]([CH3:18])[C:13]=1[NH2:1]. Procedure: Hydroxy aromatics are aminated to form the corresponding aromatic amine by reaction at 200°-400°C with ammonia in the presence of a cyclohexanone and water in contact with a hydrogen transfer catalyst. For example, 2,6-dimethylphenol reacts with ammonia in the presence of cyclohexanone, water and a supported palladium catalyst to form 2,6-dimethylaniline. Starting materials: N1=C(C=NC=C1)C(=O)N (Pyrazinamide), CC[C@@H](CO)NCCN[C@@H](CC)CO.Cl (Ethambutol Hydrochloride), CC1=C(C2=C3C4=C1O[C@@](C4=O)(O/C=C/[C@@H]([C@H]([C@H]([C@@H]([C@@H]([C@@H]([C@H]([C@H](/C=C/C=C(\C(=O)NC(=C2O)C(=C3O)/C=N/N5CCN(CC5)C)/C)C)O)C)O)C)OC(=O)C)C)OC)C)O (Rifampicin), OC1[C@H](O)[C@@H](O)[C@H](O[C@H]2[C@H](O)[C@@H](O)[C@@H](O)[C@H](O2)CO)[C@H](O1)CO (Lactose), Starch. The solvent is O (Water). Product: C1=CN=CC=C1C(=O)NN (Isoniazid). As a reaction SMILES: N1[CH:6]=[CH:5][N:4]=[CH:3][C:2]=1[C:7](N)=O.CC[C@H](NCCN[C@H]([CH2:22][OH:23])CC)CO.Cl.CC1C2O[C@]3(C)OC=C[C@H](OC)[C@@H](C)[C@@H](OC(C)=O)[C@H](C)[C@H](O)[C@H](C)[C@@H](O)[C@@H](C)C=CC=C(C)C(NC4C(/C=[N:61]/[N:62]5CCN(C)CC5)=C(O)C(C=2C3=O)=C(C=4O)C=1O)=O.OC1O[C@H](CO)[C@@H](O[C@@H]2O[C@H](CO)[C@H](O)[C@H](O)[C@H]2O)[C@H](O)[C@H]1O>O>[CH:6]1[C:7]([C:22]([NH:61][NH2:62])=[O:23])=[CH:2][CH:3]=[N:4][CH:5]=1 |f:1.2|. Reported procedure: Pass Pyrazinamide, Ethambutol Hydrochloride, Rifampicin and Lactose through a sieve and granulate with Starch Paste prepared in Purified Water. Pass the wet mass through multimill and dry the granules at 50–60° C. Pass the dried granules through sieve of mesh size 16. Pass Magnesium Stearate, Purified Talc and Sodium Starch Glycollate through sieve of mesh size 60 and mix with dried granules and isoniazid delayed release powder. Compress the blend into tablets. Reactants: BrC=1C=C(C=CC1)/C=C/CO (trans-3-(3-bromophenyl)-2-propenol), compound ( 9a ), D-(-)-diethyl tartrate, C(C)(=O)OCC (ethyl acetate). Run in light petroleum. The product is BrC=1C=C(C=CC1)[C@@H]1[C@H](O1)CO ((2R)-(+)-Trans-3-(3-bromophenyl)oxiranemethanol). Yield: 73.0%. As a reaction SMILES: [Br:1][C:2]1[CH:3]=[C:4](/[CH:8]=[CH:9]/[CH2:10][OH:11])[CH:5]=[CH:6][CH:7]=1.C(OCC)(=[O:14])C>>[Br:1][C:2]1[CH:3]=[C:4]([C@H:8]2[O:14][C@@H:9]2[CH2:10][OH:11])[CH:5]=[CH:6][CH:7]=1. Procedure: The title compound was prepared from trans-3-(3-bromophenyl)-2-propenol by a sequence analogous to that described above for compound (9a) but using D-(-)-diethyl tartrate. Column chromatography (ethyl acetate--light petroleum (b.p. 40°-60° C.), 3:7) provided the title compound (73%) as a pale yellow oil. Distilled at 160°-185° C. at 0.1 mmHg. using a Kugelrohr short path distillation apparatus as a colourless oil; [α]D25 +37.6 (c=0.020 gml-1, CHCl3). Reactants: O=C1OCC(=C1)CP(OC)(OC)=O (dimethyl (2-oxo-[5H]-4-furyl)methylphosphonate), N1(CCCC1)CCOC1CCC2(CCC(CC2)C=O)CC1 (9-(2-(N-pyrrolidinyl)ethoxy)-3-formyl-spiro[5.5]-undecane). Reagents/catalysts: [H-].[Na+] (Sodium hydride). Solvent: O1CCCC1 (tetrahydrofuran). Product: N1(CCCC1)CCOC1CCC2(CCC(CC2)C=CC2=CC(OC2)=O)CC1 ((EZ)-9-(2-(N-pyrrolidinyl)ethoxy)-3-(2-(2-oxo-[5H]-4-furyl)vinyl)-spiro[5.5]-undecane). The yield is 108.0%. Reaction SMILES: [O:1]=[C:2]1[CH:6]=[C:5]([CH2:7]P(=O)(OC)OC)[CH2:4][O:3]1.[N:14]1([CH2:19][CH2:20][O:21][CH:22]2[CH2:34][CH2:33][C:25]3([CH2:30][CH2:29][CH:28]([CH:31]=O)[CH2:27][CH2:26]3)[CH2:24][CH2:23]2)[CH2:18][CH2:17][CH2:16][CH2:15]1>O1CCCC1.[H-].[Na+]>[N:14]1([CH2:19][CH2:20][O:21][CH:22]2[CH2:34][CH2:33][C:25]3([CH2:30][CH2:29][CH:28]([CH:31]=[CH:7][C:5]4[CH2:4][O:3][C:2](=[O:1])[CH:6]=4)[CH2:27][CH2:26]3)[CH2:24][CH2:23]2)[CH2:15][CH2:16][CH2:17][CH2:18]1 |f:3.4|. Reported procedure: Sodium hydride (0.045 mg, 60% dispersion in mineral oil) was added under nitrogen atmosphere and at room temperature, to a mixture of 0.740 g of dimethyl (2-oxo-[5H]-4-furyl)methylphosphonate and 0.080 g of 9-(2-(N-pyrrolidinyl)ethoxy)-3-formyl-spiro[5.5]-undecane (I-af, Ex. 30) in 5 ml of anhydrous tetrahydrofuran. After 2 hrs the reaction was quenched with sodium dihydrogenophosphate (5% water solution) and diluted with ethyl acetate; the organic layer was separated, dried over sodium sulfate ... As a reaction SMILES: [OH:1][C:2]1[CH:7]=[CH:6][C:5]([CH:8]2[CH2:13][CH2:12][N:11]([C:14]([O:16][C:17]([CH3:20])([CH3:19])[CH3:18])=[O:15])[CH2:10][CH:9]2[O:21][CH2:22][C:23]2[CH:32]=[C:31]3[C:26]([CH2:27][CH2:28][C:29](=[O:38])[N:30]3[CH2:33][CH2:34][CH2:35][O:36][CH3:37])=[CH:25][CH:24]=2)=[CH:4][CH:3]=1.Br[CH2:40][CH2:41][CH2:42][CH2:43][O:44][C:45]1[CH:52]=[CH:51][CH:50]=[CH:49][C:46]=1[C:47]#[N:48]>>[C:47]([C:46]1[CH:49]=[CH:50][CH:51]=[CH:52][C:45]=1[O:44][CH2:43][CH2:42][CH2:41][CH2:40][O:1][C:2]1[CH:7]=[CH:6][C:5]([CH:8]2[CH2:13][CH2:12][N:11]([C:14]([O:16][C:17]([CH3:19])([CH3:20])[CH3:18])=[O:15])[CH2:10][CH:9]2[O:21][CH2:22][C:23]2[CH:32]=[C:31]3[C:26]([CH2:27][CH2:28][C:29](=[O:38])[N:30]3[CH2:33][CH2:34][CH2:35][O:36][CH3:37])=[CH:25][CH:24]=2)=[CH:4][CH:3]=1)#[N:48]. The reactants are OC1=CC=C(C=C1)C1C(CN(CC1)C(=O)OC(C)(C)C)OCC1=CC=C2CCC(N(C2=C1)CCCOC)=O (tert-butyl 4-(4-hydroxyphenyl)-3-[1-(3-methoxypropyl)-2-oxo-1,2,3,4-tetrahydroquinolin-7-ylmethoxy]piperidine-1-carboxylate), BrCCCCOC1=C(C#N)C=CC=C1 (2-(4-bromobutoxy)benzonitrile). Procedure: Analogously to Method I, 0.160 g of tert-butyl 4-(4-hydroxyphenyl)-3-[1-(3-methoxypropyl)-2-oxo-1,2,3,4-tetrahydroquinolin-7-ylmethoxy]piperidine-1-carboxylate (Example 44d) and 0.105 g of 2-(4-bromobutoxy)benzonitrile are reacted. The title compound is obtained as a colourless oil. Rf=0.18 (2:1 EtOAc-heptane); Rt=5.73. Product: C(#N)C1=C(OCCCCOC2=CC=C(C=C2)C2C(CN(CC2)C(=O)OC(C)(C)C)OCC2=CC=C3CCC(N(C3=C2)CCCOC)=O)C=CC=C1 (tert-Butyl 4-{4-[4-(2-cyanophenoxy)butoxy]phenyl}-3-[1-(3-methoxypropyl)-2-oxo-1,2,3,4-tetrahydroquinolin-7-ylmethoxy]piperidine-1-carboxylate).